Dataset: the Open Reaction Database (ORD), a public repository of structured organic reaction records. Task: describe an organic reaction: reactants, conditions, products, and yield Reaction SMILES: [NH2:1][C:2]1[NH:6][N:5]=[C:4]([CH3:7])[C:3]=1[C:8]([NH2:10])=[O:9].[CH:11](N)=O>O>[CH3:7][C:4]1[N:5]=[N:6][C:2]2[C:3]=1[C:8](=[O:9])[N:10]=[CH:11][N:1]=2. Procedure: A mixture of 5-amino-3-methyl-1H-pyrazole-4-carboxylic acid amide (11.06 g, 79.0 mmol, Example 1) and formamide (60 mL, Aldrich) was heated at 180° C. for 3.5 hours. After cooling to 80° C., icy water (100 g) was added and the mixture was vigorously stirred to give a white precipitate. The precipitate was filtered and washed with cold water and then dried in a vacuum desiccator to give 3-methyl-pyrazolo[3,4-d]pyrimidin-4-one as an off-white solid. (Yield 9.07 g). This material was used in the ne... The product is CC=1N=NC2=NC=NC(C21)=O (3-methyl-pyrazolo[3,4-d]pyrimidin-4-one). Run in O (water). Starting materials: NC1=C(C(=NN1)C)C(=O)N (5-amino-3-methyl-1H-pyrazole-4-carboxylic acid amide), C(=O)N (formamide). Conditions: temperature 180 celsius. Starting materials: C(C)(C)N(CC)C(C)C (diisopropylethylamine), CC1=NN(C=2C=CC=C(C12)N)CC1=NC(=CC=C1)C (3-methyl-1-((6-methylpyridin-2-yl)methyl)-1H-indazol-4-amine), FC1=CC=2N(C=C1)C(=CN2)C(=O)O (7-Fluoroimidazo[1,2-a]pyridine-3-carboxylic acid). Reagents/catalysts: CN(C)C=O (DMF). Solvent: S(=O)(Cl)Cl (thionyl chloride), O (water). Reaction conditions: time 1 hour. The product is FC1=CC=2N(C=C1)C(=CN2)C(=O)NC2=C1C(=NN(C1=CC=C2)CC2=NC(=CC=C2)C)C (7-fluoro-N-(3-methyl-1-((6-methylpyridin-2-yl)methyl)-1H-indazol-4-yl)imidazo[1,2-a]pyridine-3-carboxamide). Yield: 53.7%. As a reaction SMILES: [F:1][C:2]1[CH:7]=[CH:6][N:5]2[C:8]([C:11]([OH:13])=O)=[CH:9][N:10]=[C:4]2[CH:3]=1.[CH3:14][C:15]1[C:23]2[C:22]([NH2:24])=[CH:21][CH:20]=[CH:19][C:18]=2[N:17]([CH2:25][C:26]2[CH:31]=[CH:30][CH:29]=[C:28]([CH3:32])[N:27]=2)[N:16]=1.C(N(C(C)C)CC)(C)C>S(Cl)(Cl)=O.CN(C=O)C.O>[F:1][C:2]1[CH:7]=[CH:6][N:5]2[C:8]([C:11]([NH:24][C:22]3[CH:21]=[CH:20][CH:19]=[C:18]4[C:23]=3[C:15]([CH3:14])=[N:16][N:17]4[CH2:25][C:26]3[CH:31]=[CH:30][CH:29]=[C:28]([CH3:32])[N:27]=3)=[O:13])=[CH:9][N:10]=[C:4]2[CH:3]=1. Reported procedure: 7-Fluoroimidazo[1,2-a]pyridine-3-carboxylic acid (0.081 g, 0.449 mmol) was dissolved in thionyl chloride (2 mL). To this was added a few drops of DMF and the mixture stirred at ambient temperature for 1 hour. The mixture was concentrated under reduced pressure and the resulting solid was dissolved in 3 mL of 1:2 DCM:DMF. To this was added 3-methyl-1-((6-methylpyridin-2-yl)methyl)-1H-indazol-4-amine (0.114 g, 0.451 mmol) followed by diisopropylethylamine (235 μL, 1.35 mmol). This mixture was stir... Run in C1CCOC1 (THF), C(C)(=O)OCC.CCCCCC (ethyl acetate n-hexane). Product: FC(C=1C=C(C=C(C1)C(F)(F)F)C=1N=CN(C1)\C=C/C(=O)O)(F)F ((Z)-3-(4-(3,5-bis(trifluoromethyl)phenyl)-1H-imidazol-1-yl)acrylic acid). Conditions: time 3.5 hour. Reaction SMILES: [F:1][C:2]([F:27])([F:26])[C:3]1[CH:4]=[C:5]([C:13]2[N:14]=[CH:15][N:16](/[CH:18]=[CH:19]\[C:20]([O:22]C(C)C)=[O:21])[CH:17]=2)[CH:6]=[C:7]([C:9]([F:12])([F:11])[F:10])[CH:8]=1.O.O[Li].O.Cl>C1COCC1.C(OCC)(=O)C.CCCCCC>[F:12][C:9]([F:10])([F:11])[C:7]1[CH:6]=[C:5]([C:13]2[N:14]=[CH:15][N:16](/[CH:18]=[CH:19]\[C:20]([OH:22])=[O:21])[CH:17]=2)[CH:4]=[C:3]([C:2]([F:1])([F:27])[F:26])[CH:8]=1 |f:2.3,6.7|. The reactants are O (H2O), Cl (HCl), FC(C=1C=C(C=C(C1)C(F)(F)F)C=1N=CN(C1)\C=C/C(=O)OC(C)C)(F)F ((Z)-isopropyl 3-(4-(3,5-bis(trifluoromethyl)phenyl)-1H-imidazol-1-yl)acrylate), O[Li].O (LiOH.H2O). Reported procedure: In a 50 mL, 3N round-bottomed flask equipped with nitrogen inlet, thermometer pocket and stopper, (Z)-isopropyl 3-(4-(3,5-bis(trifluoromethyl)phenyl)-1H-imidazol-1-yl)acrylate (2) (1.0 g, 1.0 eq.) was dissolved in THF: H2O (20 mL, 1:1, 20V). To this reaction mixture LiOH.H2O (0.535 g, 5.0 eq.) was added at 0° C. This reaction mixture was stirred for 3-4 h and progress of the reaction was followed by TLC using 20% ethyl acetate/n-hexane as mobile phase. Reaction mixture was acidified using dilute... The yield is 44.8%. The reactants are C(C)OC(=O)[C@H]1COC2=C(O1)C=CC(=C2)C[C@@H](C)NC[C@@H](COC2=CC(=C(C(=C2)OC)OCOC)NS(=O)(=O)C)O (6-[2-(R)-[2-(S)-Hydroxy-3-[3-methanesulfonamido-5-methoxy-4-(methoxymethoxy)phenoxy]propylamino]propyl]-2,3-dihydro-1,4-benzodioxine-2-(R)-carboxylic acid ethyl ester), Cl.CCOC(=O)C (HCl AcOEt). The solvent is C(C)O (ethanol). Reaction conditions: time 16 hour. The product is Cl.C(C)OC(=O)[C@H]1COC2=C(O1)C=CC(=C2)C[C@@H](C)NC[C@@H](COC2=CC(=C(C(=C2)OC)O)NS(=O)(=O)C)O (6-[2-(R)-[2-(S)-Hydroxy-3-(4-hydroxy-3-methanesulfonamido-5-methoxyphenoxy)propylamino]propyl]-2,3-dihydro-1,4-benzodioxine-2-(R)-carboxylic acid ethyl ester hydrochloride). Yield: 101.3%. RXN SMILES: [CH2:1]([O:3][C:4]([C@@H:6]1[O:11][C:10]2[CH:12]=[CH:13][C:14]([CH2:16][C@H:17]([NH:19][CH2:20][C@H:21]([OH:41])[CH2:22][O:23][C:24]3[CH:29]=[C:28]([O:30][CH3:31])[C:27]([O:32]COC)=[C:26]([NH:36][S:37]([CH3:40])(=[O:39])=[O:38])[CH:25]=3)[CH3:18])=[CH:15][C:9]=2[O:8][CH2:7]1)=[O:5])[CH3:2].[ClH:42].CCOC(C)=O>C(O)C>[ClH:42].[CH2:1]([O:3][C:4]([C@@H:6]1[O:11][C:10]2[CH:12]=[CH:13][C:14]([CH2:16][C@H:17]([NH:19][CH2:20][C@H:21]([OH:41])[CH2:22][O:23][C:24]3[CH:29]=[C:28]([O:30][CH3:31])[C:27]([OH:32])=[C:26]([NH:36][S:37]([CH3:40])(=[O:38])=[O:39])[CH:25]=3)[CH3:18])=[CH:15][C:9]=2[O:8][CH2:7]1)=[O:5])[CH3:2] |f:1.2,4.5|. Procedure: To a solution of 6-[2-(R)-[2-(S)-hydroxy-3-[3-methanesulfonamido-5-methoxy-4-(methoxymethoxy)phenoxy]-propylamino]propyl]-2,3-dihydro-1,4-benzodioxine-2-(R)-carboxylic acid ethyl ester (100 mg) obtained in Example 26 in ethanol (10 mL) was added 4N—HCl/AcOEt (1.0 mL, 4.0 mmol) at room temperature. This solution was stirred at room temperature for 16 hours and then concentrated to dryness under reduced pressure, affording the title compound (100 mg). Yield: 85%